From a dataset of the Open Reaction Database (ORD), a public repository of structured organic reaction records. describe an organic reaction: reactants, conditions, products, and yield Starting materials: C(CC\C=C/C\C=C/C\C=C/C\C=C/C\C=C/C\C=C/CC)(=O)NC(C(=O)OC1=C(C(=O)OCC)C=CC=C1)CC(C)C (ethyl 2-(2 (4Z,7Z,10Z,13Z,16Z,19Z)-docosa-4,7,10,13,16,19-hexaenamido-4-methylpentanoyloxy)benzoate), OC1=C(C(=O)O)C=CC(=C1)C(F)(F)F (2-hydroxy-4-(trifluoromethyl)benzoic acid). The product is C(CC\C=C/C\C=C/C\C=C/C\C=C/C\C=C/C\C=C/CC)(=O)NC(C(=O)OC1=C(C(=O)OCC)C=CC(=C1)C(F)(F)F)CC(C)C (Ethyl 2-(2-(4Z,7Z,10Z,13Z,16Z,19Z)-docosa-4,7,10,13,16,19-hexaenamido-4-methylpentanoyloxy)-4-(trifluoromethyl)benzoate). RXN SMILES: [C:1]([NH:24][CH:25]([CH2:40][CH:41]([CH3:43])[CH3:42])[C:26]([O:28][C:29]1[CH:39]=[CH:38][CH:37]=[CH:36][C:30]=1[C:31]([O:33][CH2:34][CH3:35])=[O:32])=[O:27])(=[O:23])[CH2:2][CH2:3]/[CH:4]=[CH:5]\[CH2:6]/[CH:7]=[CH:8]\[CH2:9]/[CH:10]=[CH:11]\[CH2:12]/[CH:13]=[CH:14]\[CH2:15]/[CH:16]=[CH:17]\[CH2:18]/[CH:19]=[CH:20]\[CH2:21][CH3:22].OC1C=C([C:54]([F:57])([F:56])[F:55])C=CC=1C(O)=O>>[C:1]([NH:24][CH:25]([CH2:40][CH:41]([CH3:43])[CH3:42])[C:26]([O:28][C:29]1[CH:39]=[C:38]([C:54]([F:57])([F:56])[F:55])[CH:37]=[CH:36][C:30]=1[C:31]([O:33][CH2:34][CH3:35])=[O:32])=[O:27])(=[O:23])[CH2:2][CH2:3]/[CH:4]=[CH:5]\[CH2:6]/[CH:7]=[CH:8]\[CH2:9]/[CH:10]=[CH:11]\[CH2:12]/[CH:13]=[CH:14]\[CH2:15]/[CH:16]=[CH:17]\[CH2:18]/[CH:19]=[CH:20]\[CH2:21][CH3:22]. Procedure details: Ethyl 2-(2-(4Z,7Z,10Z,13Z,16Z,19Z)-docosa-4,7,10,13,16,19-hexaenamido-4-methylpentanoyloxy)-4-(trifluoromethyl)benzoate was prepared as described for ethyl 2-(2 (4Z,7Z,10Z,13Z,16Z,19Z)-docosa-4,7,10,13,16,19-hexaenamido-4-methylpentanoyloxy)benzoate, using the appropriate 2-hydroxy-4-(trifluoromethyl)benzoic acid starting material. Mass calculated for C38H50F3NO5=657.80. found: [M+H]+=658.4. Reactants: OC1=CC=C(C(=O)OCC)C=C1 (ethyl 4-hydroxybenzoate), FC1=CC=C(CBr)C=C1 (4-fluorobenzyl bromide), FC1=CC=C(COC2=CC=C(C(=O)O)C=C2)C=C1 (4-(4-fluorobenzyloxy) benzoic acid), C(C(C)C)N1CCNCC1 (1-isobutylpiperazine). Yields the product FC1=CC=C(COC2=CC=C(C(=O)N3CCN(CC3)CC(C)C)C=C2)C=C1 (1-[4-(4-fluorobenzyloxy)benzoyl]-4-isobutylpiperazine). Yield: 58.4%. As a reaction SMILES: OC1C=CC(C(OCC)=O)=CC=1.FC1C=CC(CBr)=CC=1.[F:22][C:23]1[CH:39]=[CH:38][C:26]([CH2:27][O:28][C:29]2[CH:37]=[CH:36][C:32]([C:33]([OH:35])=O)=[CH:31][CH:30]=2)=[CH:25][CH:24]=1.[CH2:40]([N:44]1[CH2:49][CH2:48][NH:47][CH2:46][CH2:45]1)[CH:41]([CH3:43])[CH3:42]>>[F:22][C:23]1[CH:24]=[CH:25][C:26]([CH2:27][O:28][C:29]2[CH:30]=[CH:31][C:32]([C:33]([N:47]3[CH2:48][CH2:49][N:44]([CH2:40][CH:41]([CH3:43])[CH3:42])[CH2:45][CH2:46]3)=[O:35])=[CH:36][CH:37]=2)=[CH:38][CH:39]=1. Reported procedure: It was synthesized in the manner identical to Example 3. Namely, ethyl 4-hydroxybenzoate (2.50 g) was benzylated with 4-fluorobenzyl bromide (2.84 g) and then hydrolyzed. From thus obtained 3.57 g of 4-(4-fluorobenzyloxy) benzoic acid, 1.24 g was subjected to a condensation reaction with 1-isobutylpiperazine (0.71 g), thereby yielding 1.08 g of the aimed compound. The reactants are C1CCOC1, CI, [H-], [Na+], O=C(CCCN1CCOCC1)c1cccc(OCc2ccccc2)c1. Yields the product CC(CCN1CCOCC1)C(=O)c1cccc(OCc2ccccc2)c1. Reaction SMILES: [CH2:30]1[O:31][CH2:32][CH2:33][CH2:34]1.[CH3:28][I:29].[H-:27].[Na+:26].[O:1]1[CH2:2][CH2:3][N:4]([CH2:7][CH2:8][CH2:9][C:10](=[O:11])[c:12]2[cH:13][c:14]([O:18][CH2:19][c:20]3[cH:21][cH:22][cH:23][cH:24][cH:25]3)[cH:15][cH:16][cH:17]2)[CH2:5][CH2:6]1>>[O:1]1[CH2:2][CH2:3][N:4]([CH2:7][CH2:8][CH:9]([C:10](=[O:11])[c:12]2[cH:13][c:14]([O:18][CH2:19][c:20]3[cH:21][cH:22][cH:23][cH:24][cH:25]3)[cH:15][cH:16][cH:17]2)[CH3:28])[CH2:5][CH2:6]1. The reactants are NC1=CC=C2C(=N1)C(=CN2)C2CCN(CC2)CC (5-amino-3-(1-ethylpiperidin-4-yl)pyrrolo[3,2-b]pyridine), C(CC)(=O)Cl (propionyl chloride). Yields the product C(CC)(=O)NC1=CC=C2C(=N1)C(=CN2)C2CCN(CC2)CC (5-(N-[propionyl]amino)-3-(1-ethylpiperidin-4-yl)pyrrolo[3,2-b]pyridine). As a reaction SMILES: [NH2:1][C:2]1[N:7]=[C:6]2[C:8]([CH:11]3[CH2:16][CH2:15][N:14]([CH2:17][CH3:18])[CH2:13][CH2:12]3)=[CH:9][NH:10][C:5]2=[CH:4][CH:3]=1.[C:19](Cl)(=[O:22])[CH2:20][CH3:21]>>[C:19]([NH:1][C:2]1[N:7]=[C:6]2[C:8]([CH:11]3[CH2:16][CH2:15][N:14]([CH2:17][CH3:18])[CH2:13][CH2:12]3)=[CH:9][NH:10][C:5]2=[CH:4][CH:3]=1)(=[O:22])[CH2:20][CH3:21]. Procedure: Beginning with 0.015 gm (0.061 mMol) 5-amino-3-(1-ethylpiperidin-4-yl)pyrrolo[3,2-b]pyridine and 0.007 mL (0.080 mMol) propionyl chloride, the title compound was prepared essentially by the procedure described in Example 7.